This data is from the Open Reaction Database (ORD), a public repository of structured organic reaction records. The task is: describe an organic reaction: reactants, conditions, products, and yield Reactants: BrC=1C=C2C3(N=C(OC3)N(C(=O)OC(C)(C)C)C(=O)OC(C)(C)C)C3(COC3)COC2=CC1 (di-tert-butyl (6′-bromodispiro[1,3-oxazole-4,4′-chromene-3′,3″-oxetan]-2-yl)imidodicarbonate), CC1(OB(OC1(C)C)C=1CCOCC1)C (4-(4,4,5,5-tetramethyl-1,3,2-dioxaborolan-2-yl)-3,6-dihydro-2H-pyran), C(=O)([O-])[O-].[Na+].[Na+] (Na2CO3). Reagents/catalysts: Cl[Pd]([P](C1=CC=CC=C1)(C2=CC=CC=C2)C3=CC=CC=C3)([P](C4=CC=CC=C4)(C5=CC=CC=C5)C6=CC=CC=C6)Cl (bis(triphenylphosphine)palladium(II) dichloride). Run in O1CCOCC1 (dioxane), O (water). Run at temperature 100 celsius, time 1 hour. The product is C(C)(C)(C)OC(=O)N(C(=O)OC(C)(C)C)C=1OCC2(C3=CC(=CC=C3OCC23COC3)C=3CCOCC3)N1 (di-tert-butyl[6′-(3,6-dihydro-2H-pyran-4-yl)dispiro[1,3-oxazole-4,4′-chromene-3′,3″-oxetan]-2-yl]imidodicarbonate). As a reaction SMILES: Br[C:2]1[CH:3]=[C:4]2[C:31](=[CH:32][CH:33]=1)[O:30][CH2:29][C:25]1([CH2:28][O:27][CH2:26]1)[C:5]12[CH2:9][O:8][C:7]([N:10]([C:18]([O:20][C:21]([CH3:24])([CH3:23])[CH3:22])=[O:19])[C:11]([O:13][C:14]([CH3:17])([CH3:16])[CH3:15])=[O:12])=[N:6]1.CC1(C)C(C)(C)OB([C:42]2[CH2:43][CH2:44][O:45][CH2:46][CH:47]=2)O1.C([O-])([O-])=O.[Na+].[Na+]>O1CCOCC1.O.Cl[Pd](Cl)([P](C1C=CC=CC=1)(C1C=CC=CC=1)C1C=CC=CC=1)[P](C1C=CC=CC=1)(C1C=CC=CC=1)C1C=CC=CC=1>[C:14]([O:13][C:11]([N:10]([C:7]1[O:8][CH2:9][C:5]2([N:6]=1)[C:25]1([CH2:26][O:27][CH2:28]1)[CH2:29][O:30][C:31]1[C:4]2=[CH:3][C:2]([C:42]2[CH2:47][CH2:46][O:45][CH2:44][CH:43]=2)=[CH:33][CH:32]=1)[C:18]([O:20][C:21]([CH3:22])([CH3:24])[CH3:23])=[O:19])=[O:12])([CH3:16])([CH3:15])[CH3:17] |f:2.3.4,^1:64,83|. Procedure details: A mixture of di-tert-butyl (6′-bromodispiro[1,3-oxazole-4,4′-chromene-3′,3″-oxetan]-2-yl)imidodicarbonate (300 mg, 0.571 mmol), 4-(4,4,5,5-tetramethyl-1,3,2-dioxaborolan-2-yl)-3,6-dihydro-2H-pyran (360 mg, 1.71 mmol), bis(triphenylphosphine)palladium(II) dichloride (40.1 mg, 0.057 mmol) and Na2CO3 (182 mg, 1.71 mmol) in dioxane (3.6 mL) and water (0.9 mL) was stirred for 1 hour at 100° C. The mixture was cooled down to ambient temperature and partitioned between EtOAc and water. The organic laye... Reported procedure: The 6-(3-(triethoxysilyl)propylthio)hexyl 2-bromo-2-methylpropanate (5 g) obtained through the procedures of Example 1 was mixed with sodium iodide (20 g) and dry acetone (100 mL), and the mixture was allowed to react in a nitrogen atmosphere at 75° C. for 10 hours. After the reaction, extraction was performed to give 6-(3-(triethoxysilyl)propylthio)hexyl 2-iodo-2-methylpropanate of the chemical formula below (compound 6). The solvent is CC(=O)C (acetone). Starting materials: BrC(C(=O)OCCCCCCSCCC[Si](OCC)(OCC)OCC)(C)C (6-(3-(triethoxysilyl)propylthio)hexyl 2-bromo-2-methylpropanate), [I-].[Na+] (sodium iodide). As a reaction SMILES: Br[C:2]([CH3:27])([CH3:26])[C:3]([O:5][CH2:6][CH2:7][CH2:8][CH2:9][CH2:10][CH2:11][S:12][CH2:13][CH2:14][CH2:15][Si:16]([O:23][CH2:24][CH3:25])([O:20][CH2:21][CH3:22])[O:17][CH2:18][CH3:19])=[O:4].[I-:28].[Na+]>CC(C)=O>[I:28][C:2]([CH3:27])([CH3:26])[C:3]([O:5][CH2:6][CH2:7][CH2:8][CH2:9][CH2:10][CH2:11][S:12][CH2:13][CH2:14][CH2:15][Si:16]([O:23][CH2:24][CH3:25])([O:20][CH2:21][CH3:22])[O:17][CH2:18][CH3:19])=[O:4] |f:1.2|. Yields the product IC(C(=O)OCCCCCCSCCC[Si](OCC)(OCC)OCC)(C)C (6-(3-(triethoxysilyl)propylthio)hexyl 2-iodo-2-methylpropanate), compound 6.